The task is: describe an organic reaction: reactants, conditions, products, and yield. This data is from the Open Reaction Database (ORD), a public repository of structured organic reaction records. The reactants are [K+], N#Cc1cc(-c2ccc(Cl)cc2)cnc1N, [OH-], O, OCCO. The product is Nc1ncc(-c2ccc(Cl)cc2)cc1C(=O)O. RXN SMILES: [K+:18].[NH2:1][c:2]1[n:3][cH:4][c:5](-[c:10]2[cH:11][cH:12][c:13]([Cl:16])[cH:14][cH:15]2)[cH:6][c:7]1[C:8]#[N:9].[OH-:17].[OH2:19].[OH:20][CH2:21][CH2:22][OH:23]>>[NH2:1][c:2]1[n:3][cH:4][c:5](-[c:10]2[cH:11][cH:12][c:13]([Cl:16])[cH:14][cH:15]2)[cH:6][c:7]1[C:8](=[O:17])[OH:19]. The reactants are CC1=C(C(=C(C=2N1N=NN2)[N+](=O)[O-])NCCCO)C (3-[(5,6-dimethyl-8-nitrotetraazolo[1,5-α]pyridin-7-yl)amino]propan-1-ol). Reagents/catalysts: [Pd] (palladium on carbon). Solvent: C(C)#N (acetonitrile). Conditions: time 16 hour. Product: NC=1C=2N(C(=C(C1NCCCO)C)C)N=NN2 (3-[(8-amino-5,6-dimethyltetraazolo[1,5-α]pyridin-7-yl)amino]propan-1-ol). Yield: 98.2%. Reaction SMILES: [CH3:1][C:2]1[N:7]2[N:8]=[N:9][N:10]=[C:6]2[C:5]([N+:11]([O-])=O)=[C:4]([NH:14][CH2:15][CH2:16][CH2:17][OH:18])[C:3]=1[CH3:19]>[Pd].C(#N)C>[NH2:11][C:5]1[C:6]2[N:7]([N:8]=[N:9][N:10]=2)[C:2]([CH3:1])=[C:3]([CH3:19])[C:4]=1[NH:14][CH2:15][CH2:16][CH2:17][OH:18]. Reported procedure: A mixture of 3-[(5,6-dimethyl-8-nitrotetraazolo[1,5-α]pyridin-7-yl)amino]propan-1-ol (4.00 g, 15.0 mmol) and 10% palladium on carbon (0.40 g) in acetonitrile (75 mL) was hydrogenated at 50 psi (3.5×105 Pa) on a Parr apparatus for 16 hours. The mixture was filtered through CELITE filter agent, which was rinsed with methanol. The filtrate was concentrated under reduced pressure to yield 3.48 g of 3-[(8-amino-5,6-dimethyltetraazolo[1,5-α]pyridin-7-yl)amino]propan-1-ol.